Dataset: the Open Reaction Database (ORD), a public repository of structured organic reaction records. Task: describe an organic reaction: reactants, conditions, products, and yield Reactants: CO, CC(Nc1nc(Nc2cc(C3CC3)[nH]n2)c(F)cc1C#N)c1ccc(F)cc1, Cl. The product is CC(Nc1nc(Nc2cc(C3CC3)[nH]n2)c(F)cc1CN)c1ccc(F)cc1. Reaction SMILES: [CH3:30][OH:31].[CH:1]1([c:4]2[cH:5][c:6]([NH:9][c:10]3[n:11][c:12]([NH:19][CH:20]([CH3:21])[c:22]4[cH:23][cH:24][c:25]([F:28])[cH:26][cH:27]4)[c:13]([C:14]#[N:15])[cH:16][c:17]3[F:18])[n:7][nH:8]2)[CH2:2][CH2:3]1.[ClH:29]>>[CH:1]1([c:4]2[cH:5][c:6]([NH:9][c:10]3[n:11][c:12]([NH:19][CH:20]([CH3:21])[c:22]4[cH:23][cH:24][c:25]([F:28])[cH:26][cH:27]4)[c:13]([CH2:14][NH2:15])[cH:16][c:17]3[F:18])[n:7][nH:8]2)[CH2:2][CH2:3]1. Reactants: C1(=C(C=CC=C1)P(C1=C(C=CC=C1)C)C1=C(C=CC=C1)C)C (tri-o-tolylphosphine), BrC=1C2=CC=CC=C2C(=C2C=CC=CC12)C1=CC=CC=C1 (9-bromo-10-(phenyl)anthracene), C1=CC=CC2=C1C1=CC3=CC=CC=C3C=C1C=C2B(O)O (benz-[a]anthracene-5-boronic acid), P(=O)([O-])([O-])[O-].[K+].[K+].[K+] (tripotassium phosphate). Reagents/catalysts: C(C)(=O)[O-].[Pd+2].C(C)(=O)[O-] (palladium(II) acetate). Solvent: C1(=CC=CC=C1)C (toluene), O (water), O1CCOCC1 (dioxane). Product: C1(=CC=CC=C1)C=1C2=CC=CC=C2C(=C2C=CC=CC12)C1=C2C(=C3C=C4C=CC=CC4=CC3=C1)C=CC=C2 (9-(phenyl)-10-(benz[a]anthracen-5-yl)-anthracene). Reaction SMILES: [C:1]1(C)C=CC=CC=1P(C1C=CC=CC=1C)C1C=CC=CC=1C.Br[C:24]1[C:25]2[C:30]([C:31]([C:38]3[CH:43]=[CH:42][CH:41]=[CH:40][CH:39]=3)=[C:32]3[C:37]=1[CH:36]=[CH:35][CH:34]=[CH:33]3)=[CH:29][CH:28]=[CH:27][CH:26]=2.[CH:44]1[C:49]2[C:50]3[C:59]([CH:60]=C(B(O)O)[C:48]=2[CH:47]=[CH:46][CH:45]=1)=[CH:58][C:57]1[C:52](=[CH:53][CH:54]=[CH:55][CH:56]=1)[CH:51]=3.P([O-])([O-])([O-])=O.[K+].[K+].[K+]>C1(C)C=CC=CC=1.C([O-])(=O)C.[Pd+2].C([O-])(=O)C.O.O1CCOCC1>[C:38]1([C:31]2[C:32]3[C:37]([C:24]([C:1]4[CH:60]=[C:59]5[C:50]([CH:51]=[C:52]6[C:57](=[CH:58]5)[CH:56]=[CH:55][CH:54]=[CH:53]6)=[C:49]5[CH:44]=[CH:45][CH:46]=[CH:47][C:48]=45)=[C:25]4[C:30]=2[CH:29]=[CH:28][CH:27]=[CH:26]4)=[CH:36][CH:35]=[CH:34][CH:33]=3)[CH:39]=[CH:40][CH:41]=[CH:42][CH:43]=1 |f:3.4.5.6,8.9.10|. Reported procedure: 913 mg (3 mmol) of tri-o-tolylphosphine and then 112 mg (0.5 mmol) of palladium(II) acetate are added to a well-stirred suspension of 16.7 g (50 mmol) of 9-bromo-10-(phenyl)anthracene, 15.0 g (55 mmol) of benz-[a]anthracene-5-boronic acid, 25.5 g (120 mmol) of tripotassium phosphate in a mixture of 300 ml of toluene, 100 ml of dioxane and 400 ml of water, and the mixture is subsequently heated under reflux for 16 h. After the mixture has been cooled, the precipitated solid is filtered off with s...